From a dataset of the Open Reaction Database (ORD), a public repository of structured organic reaction records. describe an organic reaction: reactants, conditions, products, and yield The reactants are CCOP(=O)(CP(=O)(OCC)OCC)OCC, CN(C)C=O, COC(=O)c1ccccc1-c1nc(COc2ccc(COc3nn(-c4ccccc4)cc3C=O)cc2OC)c(C)o1, [H-], [Na+], O. Yields the product CCOP(=O)(C=Cc1cn(-c2ccccc2)nc1OCc1ccc(OCc2nc(-c3ccccc3C(=O)OC)oc2C)c(OC)c1)OCC. As a reaction SMILES: [CH2:42]([P:43](=[O:44])([O:45][CH2:46][CH3:47])[O:48][CH2:49][CH3:50])[P:51]([O:52][CH2:53][CH3:54])([O:55][CH2:56][CH3:57])=[O:58].[CH3:59][N:60]([CH3:61])[CH:62]=[O:63].[CH:1](=[O:2])[c:3]1[c:4]([O:14][CH2:15][c:16]2[cH:17][c:18]([O:40][CH3:41])[c:19]([O:20][CH2:21][c:22]3[n:23][c:24](-[c:28]4[c:29]([C:30](=[O:31])[O:32][CH3:33])[cH:34][cH:35][cH:36][cH:37]4)[o:25][c:26]3[CH3:27])[cH:38][cH:39]2)[n:5][n:6](-[c:8]2[cH:9][cH:10][cH:11][cH:12][cH:13]2)[cH:7]1.[H-:64].[Na+:65].[OH2:66]>>[CH:1]([c:3]1[c:4]([O:14][CH2:15][c:16]2[cH:17][c:18]([O:40][CH3:41])[c:19]([O:20][CH2:21][c:22]3[n:23][c:24](-[c:28]4[c:29]([C:30](=[O:31])[O:32][CH3:33])[cH:34][cH:35][cH:36][cH:37]4)[o:25][c:26]3[CH3:27])[cH:38][cH:39]2)[n:5][n:6](-[c:8]2[cH:9][cH:10][cH:11][cH:12][cH:13]2)[cH:7]1)=[CH:42][P:51]([O:52][CH2:53][CH3:54])([O:55][CH2:56][CH3:57])=[O:58]. Reported procedure: 6-Amino-9-benzyl-8-hydroxy-2-mercaptopurine (110 mg, 0.40 mmol) was suspended in dimethylformamide (10 ml). To the suspension were added potassium carbonate (50 mg, 0.40 mmol) and 2-phthalimidoethyl bromide (108 mg, 0.40 mmol) in order. The mixture was stirred at room temperature for 2 hours. The solvent was removed in vacuo, water and methanol were added to the residue, and the resulting crystals were taken by filtration to give the subject compound (138 mg, yield 75%). Reaction conditions: time 2 hour. The product is NC1=C2N=C(N(C2=NC(=N1)SCCCN1C(C=2C(C1=O)=CC=CC2)=O)CC2=CC=CC=C2)O (6-Amino-9-benzyl-8-hydroxy-2-(3-phthalimidopropylthio)purine). Solvent: CN(C=O)C (dimethylformamide). RXN SMILES: [NH2:1][C:2]1[N:10]=[C:9]([SH:11])[N:8]=[C:7]2[C:3]=1[N:4]=[C:5]([OH:19])[N:6]2[CH2:12][C:13]1[CH:18]=[CH:17][CH:16]=[CH:15][CH:14]=1.[C:20](=O)([O-])[O-].[K+].[K+].[C:26]1(=[O:39])[N:30]([CH2:31][CH2:32]Br)[C:29](=[O:34])[C:28]2=[CH:35][CH:36]=[CH:37][CH:38]=[C:27]12>CN(C)C=O>[NH2:1][C:2]1[N:10]=[C:9]([S:11][CH2:20][CH2:32][CH2:31][N:30]2[C:29](=[O:34])[C:28]3=[CH:35][CH:36]=[CH:37][CH:38]=[C:27]3[C:26]2=[O:39])[N:8]=[C:7]2[C:3]=1[N:4]=[C:5]([OH:19])[N:6]2[CH2:12][C:13]1[CH:18]=[CH:17][CH:16]=[CH:15][CH:14]=1 |f:1.2.3|. The yield is 74.9%. Starting materials: NC1=C2N=C(N(C2=NC(=N1)S)CC1=CC=CC=C1)O (6-Amino-9-benzyl-8-hydroxy-2-mercaptopurine), C([O-])([O-])=O.[K+].[K+] (potassium carbonate), C1(C=2C(C(N1CCBr)=O)=CC=CC2)=O (2-phthalimidoethyl bromide).